Dataset: the Open Reaction Database (ORD), a public repository of structured organic reaction records. Task: describe an organic reaction: reactants, conditions, products, and yield The reactants are NCCCN1CCN(CCC1)CC1=CC=C(C=C1)Cl (1-(3-Aminopropyl)-4-(4-chlorobenzyl)homopiperazine), C1(=CC=CC=C1)N=C=O (phenyl isocyanate). Solvent: C(Cl)Cl (methylene chloride). Yields the product Cl.Cl.ClC1=CC=C(CN2CCN(CCC2)CCCNC(=O)NC2=CC=CC=C2)C=C1 (1-{3-[4-(4-Chlorobenzyl)homopiperazin-1-yl]propyl}-3-phenylurea dihydrochloride). Yield: 210.5%. As a reaction SMILES: [NH2:1][CH2:2][CH2:3][CH2:4][N:5]1[CH2:11][CH2:10][CH2:9][N:8]([CH2:12][C:13]2[CH:18]=[CH:17][C:16]([Cl:19])=[CH:15][CH:14]=2)[CH2:7][CH2:6]1.[C:20]1([N:26]=[C:27]=[O:28])[CH:25]=[CH:24][CH:23]=[CH:22][CH:21]=1>C(Cl)Cl>[ClH:19].[ClH:19].[Cl:19][C:16]1[CH:15]=[CH:14][C:13]([CH2:12][N:8]2[CH2:9][CH2:10][CH2:11][N:5]([CH2:4][CH2:3][CH2:2][NH:1][C:27]([NH:26][C:20]3[CH:25]=[CH:24][CH:23]=[CH:22][CH:21]=3)=[O:28])[CH2:6][CH2:7]2)=[CH:18][CH:17]=1 |f:3.4.5|. Procedure: 1-(3-Aminopropyl)-4-(4-chlorobenzyl)homopiperazine (1.03 g; 3.7 mmole) was reacted with phenyl isocyanate (0.55 g; 4.6 mmole) in methylene chloride (15 ml) for two hours in the manner described in Example 17. The crude product was isolated, purified on silica gel and converted into the hydrochloride in analogous manner. The title compound (1.23 g; 83% yield) was obtained as colorless crystals, m.p. 125°-135° C. RXN SMILES: [Cl:87][CH2:88][Cl:89].[OH:1][CH:2]([CH2:3][NH:4][S:5](=[O:6])(=[O:7])[c:8]1[n:9][cH:10][cH:11][cH:12][cH:13]1)[CH:14]([CH2:15][CH2:16][CH2:17][CH3:18])[NH:19][C:20]([O:21][CH:22]([C:23]([CH3:24])([CH3:25])[CH3:26])[CH2:27][n:28]1[n:29][c:30](-[c:33]2[cH:34][cH:35][c:36]([C:39]([F:40])([F:41])[F:42])[cH:37][cH:38]2)[cH:31][cH:32]1)=[O:43].[OH:44][CH:45]([CH:46]([NH:47][C:48](=[O:49])[O:50][CH:51]([CH2:52][n:53]1[cH:54][cH:55][c:56](-[c:57]2[cH:58][cH:59][c:60]([C:61]([F:62])([F:63])[F:64])[cH:65][cH:66]2)[n:67]1)[C:68]([CH3:69])([CH3:70])[CH3:71])[CH2:72][CH2:73][CH2:74][CH3:75])[CH2:76][NH:77][S:78]([c:79]1[cH:80][cH:81][cH:82][cH:83][n:84]1)(=[O:85])=[O:86]>>[O:1]=[C:2]([CH2:3][NH:4][S:5](=[O:6])(=[O:7])[c:8]1[n:9][cH:10][cH:11][cH:12][cH:13]1)[CH:14]([CH2:15][CH2:16][CH2:17][CH3:18])[NH:19][C:20]([O:21][CH:22]([C:23]([CH3:24])([CH3:25])[CH3:26])[CH2:27][n:28]1[n:29][c:30](-[c:33]2[cH:34][cH:35][c:36]([C:39]([F:40])([F:41])[F:42])[cH:37][cH:38]2)[cH:31][cH:32]1)=[O:43]. The reactants are ClCCl, CCCCC(NC(=O)OC(Cn1ccc(-c2ccc(C(F)(F)F)cc2)n1)C(C)(C)C)C(O)CNS(=O)(=O)c1ccccn1, CCCCC(NC(=O)OC(Cn1ccc(-c2ccc(C(F)(F)F)cc2)n1)C(C)(C)C)C(O)CNS(=O)(=O)c1ccccn1. Yields the product CCCCC(NC(=O)OC(Cn1ccc(-c2ccc(C(F)(F)F)cc2)n1)C(C)(C)C)C(=O)CNS(=O)(=O)c1ccccn1.